From a dataset of the Open Reaction Database (ORD), a public repository of structured organic reaction records. describe an organic reaction: reactants, conditions, products, and yield Starting materials: CCN(C(C)C)C(C)C (DIPEA), C1(=CC=CC=C1)C1=CC(=NN1)C(=O)NCC(=O)O ([(5-phenyl-1H-pyrazole-3-carbonyl)-amino]-acetic acid), CCN=C=NCCCN(C)C.Cl (EDCI.HCl), Cl.ClC1=NC(=CC=C1)OC1CCNCC1 (2-chloro-6-(piperidin-4-yloxy)-pyridine hydrochloride), C=1C=CC2=C(C1)N=NN2O (HOBt), Intermediate 15. Solvent: CN(C)C=O (DMF), O (water). Run at time 8 hour. Yields the product ClC1=CC=CC(=N1)OC1CCN(CC1)C(CNC(=O)C1=NNC(=C1)C1=CC=CC=C1)=O (5-phenyl-1H-pyrazole-3-carboxylic acid {2-[4-(6-chloro-pyridin-2-yloxy)-piperidin-1-yl]-2-oxo-ethyl}-amide). Isolated yield 18.3%. As a reaction SMILES: CCN(C(C)C)C(C)C.[C:10]1([C:16]2[NH:20][N:19]=[C:18]([C:21]([NH:23][CH2:24][C:25]([OH:27])=O)=[O:22])[CH:17]=2)[CH:15]=[CH:14][CH:13]=[CH:12][CH:11]=1.C1C=CC2N(O)N=NC=2C=1.CCN=C=NCCCN(C)C.Cl.Cl.[Cl:51][C:52]1[CH:57]=[CH:56][CH:55]=[C:54]([O:58][CH:59]2[CH2:64][CH2:63][NH:62][CH2:61][CH2:60]2)[N:53]=1>CN(C=O)C.O>[Cl:51][C:52]1[N:53]=[C:54]([O:58][CH:59]2[CH2:64][CH2:63][N:62]([C:25](=[O:27])[CH2:24][NH:23][C:21]([C:18]3[CH:17]=[C:16]([C:10]4[CH:11]=[CH:12][CH:13]=[CH:14][CH:15]=4)[NH:20][N:19]=3)=[O:22])[CH2:61][CH2:60]2)[CH:55]=[CH:56][CH:57]=1 |f:3.4,5.6|. Procedure details: DIPEA (271 mg, 2.1 mmol) was added to a stirred solution of [(5-phenyl-1H-pyrazole-3-carbonyl)-amino]-acetic acid (162 mg, 0.7 mmol) in DMF (2 mL) followed by HOBt (94 mg, 0.7 mmol) and EDCI.HCl (134 mg, 0.7 mmol). After 2 minutes 2-chloro-6-(piperidin-4-yloxy)-pyridine hydrochloride (prepared according to the method used for the synthesis of Intermediate 15) (140 mg, 0.7 mmol) was added to the reaction mixture and stirring was continued at ambient temperature overnight. The reaction mixture was... Starting materials: ClC1=C(C=CC(=C1)F)S[C@@H]1C[C@H](N(C1)C(=O)OC(C)(C)C)C(NC1(CC1)C#N)=O ((2S,4R)-tert-butyl 4-(2-chloro-4-fluorophenylthio)-2-(1-cyanocyclopropylcarbamoyl)pyrrolidine-1-carboxylate). Run in C(=O)O (formic acid). Product: ClC1=C(C=CC(=C1)F)S[C@@H]1C[C@H](NC1)C(=O)NC1(CC1)C#N ((2S,4R)-4-(2-chloro-4-fluorophenylthio)-N-(1-cyanocyclopropyl)pyrrolidine-2-carboxamide). Yield: 99.0%. As a reaction SMILES: [Cl:1][C:2]1[CH:7]=[C:6]([F:8])[CH:5]=[CH:4][C:3]=1[S:9][C@H:10]1[CH2:14][N:13](C(OC(C)(C)C)=O)[C@H:12]([C:22](=[O:29])[NH:23][C:24]2([C:27]#[N:28])[CH2:26][CH2:25]2)[CH2:11]1>C(O)=O>[Cl:1][C:2]1[CH:7]=[C:6]([F:8])[CH:5]=[CH:4][C:3]=1[S:9][C@H:10]1[CH2:14][NH:13][C@H:12]([C:22]([NH:23][C:24]2([C:27]#[N:28])[CH2:26][CH2:25]2)=[O:29])[CH2:11]1. Procedure: The reaction of the amide 11A with formic acid yielded (2S,4R)-4-(2-chloro-4-fluorophenylthio)-N-(1-cyanocyclopropyl)pyrrolidine-2-carboxamide as a light yellow viscous oil (99%). MS ISP (m/e): 340.2/342.0 (100/25) [(M+H)]+, 230.2/232.0 (94/40). Reactants: B(Br)(Br)Br (Boron tribromide), COC1=C2C=C(NC2=CC=C1)C(=O)OC (methyl 4-methoxyindole-2-carboxylate). The solvent is C(Cl)Cl (DCM). Run at temperature -78 celsius. Yields the product OC1=C2C=C(NC2=CC=C1)C(=O)OC (Methyl 4Hydroxyindole-2-carboxylate). Yield: 64.0%. RXN SMILES: B(Br)(Br)Br.C[O:6][C:7]1[CH:15]=[CH:14][CH:13]=[C:12]2[C:8]=1[CH:9]=[C:10]([C:16]([O:18][CH3:19])=[O:17])[NH:11]2>C(Cl)Cl>[OH:6][C:7]1[CH:15]=[CH:14][CH:13]=[C:12]2[C:8]=1[CH:9]=[C:10]([C:16]([O:18][CH3:19])=[O:17])[NH:11]2. Procedure: Boron tribromide (73.1 ml, 1.0 M solution in DCM) was added dropwise to a solution of methyl 4-methoxyindole-2-carboxylate (5 g) in DCM (200 ml) cooled to −78° C. under argon. The reaction was allowed to warm to room temperature then partitioned between dichloromethane and saturated aqueous sodium hydrogen carbonate solution. Combined organic extracts were dried (MgSO4) and concentrated in vacuo and the residue purified by column chromatography using iso-hexane-50% ethyl acetate as eluent to giv... Starting materials: [Li]CCCC (n-BuLi), C1(CC1)CO (Cyclopropylmethanol), C(C)OC(C(CC(C)C)C1=C(C=C(C(=C1)F)[N+](=O)[O-])F)=O (2-(2,5-difluoro-4-nitro-phenyl)-4-methyl-pentanoic acid ethyl ester), C1(CC1)CO (Cyclopropylmethanol), O (Water). Run at temperature 25 celsius, time 1 hour. Product: C1(CC1)COC(C(CC(C)C)C1=C(C=C(C(=C1)OCC1CC1)[N+](=O)[O-])F)=O (2-(5-cyclopropylmethoxy-2-fluoro-4-nitro-phenyl)-4-methyl-pentanoic acid cyclopropylmethyl ester). Yield: 81.0%. As a reaction SMILES: [Li][CH2:2][CH2:3][CH2:4][CH3:5].C([O:8][C:9](=[O:26])[CH:10]([C:15]1[CH:20]=[C:19](F)[C:18]([N+:22]([O-:24])=[O:23])=[CH:17][C:16]=1[F:25])[CH2:11][CH:12]([CH3:14])[CH3:13])C.O.[CH:28]1([CH2:31][OH:32])[CH2:30][CH2:29]1>>[CH:4]1([CH2:5][O:8][C:9](=[O:26])[CH:10]([C:15]2[CH:20]=[C:19]([O:32][CH2:31][CH:28]3[CH2:30][CH2:29]3)[C:18]([N+:22]([O-:24])=[O:23])=[CH:17][C:16]=2[F:25])[CH2:11][CH:12]([CH3:13])[CH3:14])[CH2:2][CH2:3]1. Reported procedure: Cyclopropylmethanol (10.0 g, 138.8 mmol) was treated with n-BuLi (2.5M in hexane 7.4 g, 46 mL, 115.6 mmol) at −15° C. under nitrogen, and the reaction mixture was stirred 1 h at 25° C. To the mixture was added 2-(2,5-difluoro-4-nitro-phenyl)-4-methyl-pentanoic acid ethyl ester (29 g, 96 mmol) in Cyclopropylmethanol (30 mL) dropwise at 25° C. and the reaction mixture stirred for an additional 16 h. Water (100 mL) was added and the reaction mixture was extracted with EtOAc (3×100 mL). The combined... The reactants are C1(=CC=C(C=C1)S(=O)(=O)Cl)C (p-toluenesulfonyl chloride), CC1(OC2=CC(=CC=C2C(C1)=NO)OC)C (2,2-dimethyl-7-methoxy-4-chromanone oxime), ice water. The solvent is N1=CC=CC=C1 (pyridine). The product is S(=O)(=O)(O)C1=CC=C(C)C=C1.CC1(OC2=CC(=CC=C2C(C1)=NO)OC)C (2,2-Dimethyl-7-methoxy-4-chromanone Oxime Tosylate). Reaction SMILES: [C:1]1([CH3:11])[CH:6]=[CH:5][C:4]([S:7](Cl)(=[O:9])=[O:8])=[CH:3][CH:2]=1.[CH3:12][C:13]1([CH3:27])[CH2:22][C:21](=[N:23][OH:24])[C:20]2[C:15](=[CH:16][C:17]([O:25][CH3:26])=[CH:18][CH:19]=2)[O:14]1>N1C=CC=CC=1>[S:7]([C:4]1[CH:5]=[CH:6][C:1]([CH3:11])=[CH:2][CH:3]=1)([OH:14])(=[O:9])=[O:8].[CH3:12][C:13]1([CH3:27])[CH2:22][C:21](=[N:23][OH:24])[C:20]2[C:15](=[CH:16][C:17]([O:25][CH3:26])=[CH:18][CH:19]=2)[O:14]1 |f:3.4|. Reported procedure: 85.8 g (0.45 mol) of p-toluenesulfonyl chloride were introduced into a solution of 88.5 g (0.4 mol) of 2,2-dimethyl-7-methoxy-4-chromanone oxime (Heterocycles 38 (1994), 305-318) in 550 ml of pyridine at 0° C. The mixture was allowed to come to room temperature and was subsequently stirred for several hours, stirred into ice/water and extracted with methylene chloride. The organic solution was washed twice with 2N hydrochloric acid and then several times with water, dried and evaporated, and the... The reactants are COCC1=NC(=NC(=C1CO)C)C1=CC(=CC=C1)C(F)(F)F ([4-methoxymethyl-6-methyl-2-(3-trifluoromethyl-phenyl)-pyrimidin-5-yl]-methanol), S(=O)(Cl)Cl (thionylchloride). Product: ClCC=1C(=NC(=NC1C)C1=CC(=CC=C1)C(F)(F)F)COC (5-Chloromethyl-4-methoxymethyl-6-methyl-2-(3-trifluoromethyl-phenyl)-pyrimidine). Reaction SMILES: [CH3:1][O:2][CH2:3][C:4]1[C:9]([CH2:10]O)=[C:8]([CH3:12])[N:7]=[C:6]([C:13]2[CH:18]=[CH:17][CH:16]=[C:15]([C:19]([F:22])([F:21])[F:20])[CH:14]=2)[N:5]=1.S(Cl)([Cl:25])=O>>[Cl:25][CH2:10][C:9]1[C:4]([CH2:3][O:2][CH3:1])=[N:5][C:6]([C:13]2[CH:18]=[CH:17][CH:16]=[C:15]([C:19]([F:22])([F:21])[F:20])[CH:14]=2)=[N:7][C:8]=1[CH3:12]. Reported procedure: In analogy to the procedure described in example 113H], [4-methoxymethyl-6-methyl-2-(3-trifluoromethyl-phenyl)-pyrimidin-5-yl]-methanol and thionylchloride gave the title compound as a brown viscous oil. Reactants: C([O-])([O-])=O.[K+].[K+] (potassium carbonate), COC1=CC=C(C=C1)N (p-anisidine), C1=C(C=CC2=CC=CC=C12)OCCCCCl (4-(2-naphthyloxy)-1-chlorobutane). The solvent is CS(=O)C (DMSO), O (water). Reaction conditions: temperature 130 celsius. Product: COC1=CC=C(C=C1)NCCCCOC1=CC2=CC=CC=C2C=C1 (N-(4-methoxyphenyl)-[4-(naphthalen-2-yloxy)butyl]amine). As a reaction SMILES: C(=O)([O-])[O-].[K+].[K+].[CH3:7][O:8][C:9]1[CH:14]=[CH:13][C:12]([NH2:15])=[CH:11][CH:10]=1.[CH:16]1[C:25]2[C:20](=[CH:21][CH:22]=[CH:23][CH:24]=2)[CH:19]=[CH:18][C:17]=1[O:26][CH2:27][CH2:28][CH2:29][CH2:30]Cl>CS(C)=O.O>[CH3:7][O:8][C:9]1[CH:14]=[CH:13][C:12]([NH:15][CH2:30][CH2:29][CH2:28][CH2:27][O:26][C:17]2[CH:18]=[CH:19][C:20]3[C:25](=[CH:24][CH:23]=[CH:22][CH:21]=3)[CH:16]=2)=[CH:11][CH:10]=1 |f:0.1.2|. Procedure details: A mixture of anhydrous potassium carbonate (10 gm, in excess) and p-anisidine (0.4 gm, 0.003 mole) was taken in dry DMSO (40 ml). Now 4-(2-naphthyloxy)-1-chlorobutane (0.5 gm, 0.002 mole) was added in it. Reaction mixture was refluxed at 130° C. for 7 hrs. and the reaction was completed as checked by TLC. Reaction mixture was poured in distilled water (60 ml) and extracted with ethyl acetate thrice. The organic layer was separated and concentrated to get as oily compound which was later crystall... Reactants: solution, [F-].C(CCC)[N+](CCCC)(CCCC)CCCC (tetrabutylammonium fluoride), C(C)(=O)OCC(=O)N1CCC(CC1)CO[Si](C1=CC=CC=C1)(C1=CC=CC=C1)C(C)(C)C (2-[4-({[tert-Butyl(diphenyl)silyl]oxy}methyl)piperidin-1-yl]-2-oxoethyl acetate). Run in C1CCOC1 (THF), C1CCOC1 (THF). Reaction conditions: time 48 hour. Product: C(C)(=O)OCC(=O)N1CCC(CC1)CO (2-[4-(Hydroxymethyl)piperidin-1-yl]-2-oxoethyl acetate). Reaction SMILES: [C:1]([O:4][CH2:5][C:6]([N:8]1[CH2:13][CH2:12][CH:11]([CH2:14][O:15][Si](C(C)(C)C)(C2C=CC=CC=2)C2C=CC=CC=2)[CH2:10][CH2:9]1)=[O:7])(=[O:3])[CH3:2].[F-].C([N+](CCCC)(CCCC)CCCC)CCC>C1COCC1>[C:1]([O:4][CH2:5][C:6]([N:8]1[CH2:13][CH2:12][CH:11]([CH2:14][OH:15])[CH2:10][CH2:9]1)=[O:7])(=[O:3])[CH3:2] |f:1.2|. Procedure: 4.04 g (8.91 mmol) of the compound from Example 21A are dissolved in 69 ml of dry THF, and 9.8 ml (9.8 mmol) of a 1 M solution of tetrabutylammonium fluoride in THF are added. The reaction mixture is stirred at RT for 48 h. The solvent is then removed on a rotary evaporator and the residue is purified chromatographically on silica gel 60 (mobile phase: gradient dichloromethane/ethanol 200:1→1:1).